Dataset: the Open Reaction Database (ORD), a public repository of structured organic reaction records. Task: describe an organic reaction: reactants, conditions, products, and yield Starting materials: OCCCN1CCC(CC1)=O (1-(3-hydroxypropyl)-4-piperidone), Cl.NO (hydroxylamine hydrochloride). Product: OCCCN1CCC(CC1)=NO (1-(3-Hydroxypropyl)-4-piperidone oxime). RXN SMILES: [OH:1][CH2:2][CH2:3][CH2:4][N:5]1[CH2:10][CH2:9][C:8](=O)[CH2:7][CH2:6]1.Cl.[NH2:13][OH:14]>>[OH:1][CH2:2][CH2:3][CH2:4][N:5]1[CH2:10][CH2:9][C:8](=[N:13][OH:14])[CH2:7][CH2:6]1 |f:1.2|. Procedure: 1-(3-Hydroxypropyl)-4-piperidone oxime is prepared from 1-(3-hydroxypropyl)-4-piperidone and hydroxylamine hydrochloride essentially as described above in Example 38, Scheme C, step b.